From a dataset of the Open Reaction Database (ORD), a public repository of structured organic reaction records. describe an organic reaction: reactants, conditions, products, and yield Reactants: NC1=CC=C(CP(OCC)(OCC)=O)C=C1 (diethyl 4-aminobenzylphosphonate), ClC=1C=C(C=CC1F)C1=C(C=NO1)CCC(=O)O (3-[5-(3-chloro-4-fluorophenyl)-4-isoxazolyl]propionic acid), ON1N=NC2=C1N=CC=C2 (1-hydroxy-7-aza-1H-1,2,3-benzotriazole), C(C)N=C=NCCCN(C)C (1-ethyl-3-(3-dimethylaminopropyl)carbodiimide), Cl (hydrochloric acid). The solvent is CN(C=O)C (N,N-dimethylformamide). Run at time 8 hour. The product is ClC=1C=C(C=CC1F)C1=C(C=NO1)CCC(=O)NC1=CC=C(C=C1)CP(=O)(OCC)OCC (3-[5-(3-chloro-4-fluorophenyl)-4-isoxazolyl]-N-[4-(diethylphosphonomethyl)phenyl]propionamide). Yield: 79.0%. As a reaction SMILES: [NH2:1][C:2]1[CH:16]=[CH:15][C:5]([CH2:6][P:7](=[O:14])([O:11][CH2:12][CH3:13])[O:8][CH2:9][CH3:10])=[CH:4][CH:3]=1.[Cl:17][C:18]1[CH:19]=[C:20]([C:25]2[O:29][N:28]=[CH:27][C:26]=2[CH2:30][CH2:31][C:32](O)=[O:33])[CH:21]=[CH:22][C:23]=1[F:24].ON1C2N=CC=CC=2N=N1.C(N=C=NCCCN(C)C)C.Cl>CN(C)C=O>[Cl:17][C:18]1[CH:19]=[C:20]([C:25]2[O:29][N:28]=[CH:27][C:26]=2[CH2:30][CH2:31][C:32]([NH:1][C:2]2[CH:3]=[CH:4][C:5]([CH2:6][P:7]([O:8][CH2:9][CH3:10])([O:11][CH2:12][CH3:13])=[O:14])=[CH:15][CH:16]=2)=[O:33])[CH:21]=[CH:22][C:23]=1[F:24]. Reported procedure: A mixture of diethyl 4-aminobenzylphosphonate (36 mg), 3-[5-(3-chloro-4-fluorophenyl)-4-isoxazolyl]propionic acid (27 g), 1-hydroxy-7-aza-1H-1,2,3-benzotriazole (20 mg), 1-ethyl-3-(3-dimethylaminopropyl)carbodiimide (30 mg) and N,N-dimethylformamide (0.5 ml) was stirred at room temperature overnight. The reaction mixture was poured into 1N aqueous hydrochloric acid solution and the mixture was extracted with ethyl acetate. The ethyl acetate layer was concentrated, and the obtained solid was puri... Reactants: CC(C)(C)OC(=O)N1CCC(NC(=O)C(F)(F)F)C1, [Li+], [OH-], O, O. Yields the product CC(C)(C)OC(=O)N1CCC(N)C1. As a reaction SMILES: [C:1]([CH3:2])([CH3:3])([CH3:4])[O:5][C:6](=[O:7])[N:8]1[CH2:9][CH:10]([NH:13][C:14](=[O:15])[C:16]([F:17])([F:18])[F:19])[CH2:11][CH2:12]1.[Li+:22].[OH-:21].[OH2:20].[OH2:23]>>[C:1]([CH3:2])([CH3:3])([CH3:4])[O:5][C:6](=[O:7])[N:8]1[CH2:9][CH:10]([NH2:13])[CH2:11][CH2:12]1. Starting materials: Cl.Cl.NC1CCN(CC1)C1C(CCCC1)(O)CCC=1C=C(C=CC1)C1=CC(=C(C=C1)Cl)Cl (2-(4-aminopiperidin-1-yl)-1-(3′,4′-dichloro-1,1′-biphenyl-3-ylethyl]cyclohexanol dihydrochloride), ClC=1C=C(C=CC1Cl)C1=CC(=CC=C1)C(CN1CCC(CC1)NC(OC(C)(C)C)=O)C1(CCCCC1)O (tert-butyl {1-[2-(3′,4′-dichloro-1,1′-biphenyl-3-yl)-2-(1-hydroxycyclohexyl)ethyl]piperidin-4-yl}carbamate), Cl (HCl). Yields the product Cl.Cl.NC1CCN(CC1)CC(C=1C=C(C=CC1)C1=CC(=C(C=C1)Cl)Cl)C1(CCCCC1)O (1-[2-(4-aminopiperidin-1-yl)-1-(3′,4′-dichloro-1,1′-biphenyl-3-yl)ethyl]cyclohexanol Dihydrochloride). Reaction SMILES: Cl.Cl.NC1CCN(C2CCCCC2(CCC2C=C(C3C=CC([Cl:31])=C(Cl)C=3)C=CC=2)O)CC1.[Cl:33][C:34]1[CH:35]=[C:36]([C:41]2[CH:46]=[CH:45][CH:44]=[C:43]([CH:47]([C:63]3([OH:69])[CH2:68][CH2:67][CH2:66][CH2:65][CH2:64]3)[CH2:48][N:49]3[CH2:54][CH2:53][CH:52]([NH:55]C(=O)OC(C)(C)C)[CH2:51][CH2:50]3)[CH:42]=2)[CH:37]=[CH:38][C:39]=1[Cl:40].Cl>>[ClH:31].[ClH:33].[NH2:55][CH:52]1[CH2:53][CH2:54][N:49]([CH2:48][CH:47]([C:63]2([OH:69])[CH2:68][CH2:67][CH2:66][CH2:65][CH2:64]2)[C:43]2[CH:42]=[C:41]([C:36]3[CH:37]=[CH:38][C:39]([Cl:40])=[C:34]([Cl:33])[CH:35]=3)[CH:46]=[CH:45][CH:44]=2)[CH2:50][CH2:51]1 |f:0.1.2,5.6.7|. Procedure: In an analogous manner to Example 135, step 3 1-[2-(4-aminopiperidin-1-yl)-1-(3′,4′-dichloro-1,1′-biphenyl-3-ylethyl]cyclohexanol dihydrochloride was prepared from tert-butyl {1-[2-(3′,4′-dichloro-1,1′-biphenyl-3-yl)-2-(1-hydroxycyclohexyl)ethyl]piperidin-4-yl}carbamate. MS (ES) m/z 447.2 ([M+H]+); HRMS: calcd for C25H32Cl2N2O.2.00 HCl, 518.1425; found (ESI), 447.1962. Reactants: CC(=O)CCC(=O)O, CC(=O)CC(C)C(=O)O, CC(CC(=O)O)C(=O)C=Cc1ccc(-n2ccnc2)cc1. The product is O=C(O)CCC(=O)C=Cc1ccc(-n2ccnc2)cc1. Reaction SMILES: [C:10]([OH:11])(=[O:12])[CH2:13][CH2:14][C:15]([CH3:16])=[O:17].[CH3:1][CH:2]([CH2:3][C:4]([CH3:5])=[O:6])[C:7]([OH:8])=[O:9].[n:18]1(-[c:23]2[cH:24][cH:25][c:26]([CH:29]=[CH:30][C:31]([CH:32]([CH2:33][C:34](=[O:35])[OH:36])[CH3:37])=[O:38])[cH:27][cH:28]2)[cH:19][n:20][cH:21][cH:22]1>>[n:18]1(-[c:23]2[cH:24][cH:25][c:26]([CH:29]=[CH:30][C:31]([CH2:32][CH2:33][C:34](=[O:35])[OH:36])=[O:38])[cH:27][cH:28]2)[cH:19][n:20][cH:21][cH:22]1. Starting materials: BrC=1C=C2\C(\C(NC(C2=CC1)=O)=O)=C/OC ((4E)-6-bromo-4-(methoxymethylene)isoquinoline-1,3(2H,4H)-dione), NCC=1C=NC=CC1 (3-(aminomethyl)pyridine), C(C)OCC (diethyl ether). The solvent is CN(C)C=O (N,N′-dimethylformamide). Conditions: temperature 60 celsius. Yields the product BrC=1C=C2/C(/C(NC(C2=CC1)=O)=O)=C/NCC=1C=NC=CC1 ((4Z)-6-Bromo-4-{[(pyridin-3-ylmethyl)amino]methylene}isoquinoline-1,3(2H,4H)-dione). Isolated yield 62.9%. Reaction SMILES: [Br:1][C:2]1[CH:3]=[C:4]2[C:9](=[CH:10][CH:11]=1)[C:8](=[O:12])[NH:7][C:6](=[O:13])/[C:5]/2=[CH:14]/OC.[NH2:17][CH2:18][C:19]1[CH:20]=[N:21][CH:22]=[CH:23][CH:24]=1.C(OCC)C>CN(C=O)C>[Br:1][C:2]1[CH:3]=[C:4]2[C:9](=[CH:10][CH:11]=1)[C:8](=[O:12])[NH:7][C:6](=[O:13])/[C:5]/2=[CH:14]\[NH:17][CH2:18][C:19]1[CH:20]=[N:21][CH:22]=[CH:23][CH:24]=1. Procedure details: To a solution of (4E)-6-bromo-4-(methoxymethylene)isoquinoline-1,3(2H,4H)-dione (0.2 g, 0.71 mmol) in N,N′-dimethylformamide is added 3-(aminomethyl)pyridine (0.073 mL, 0.71 mmol). The reaction mixture is heated at 60° C. under N2. After reaction is completed, diethyl ether is added, and the red precipitate is isolated and washed with methanol, ether, and hexane respectively to afford 0.16 g (63.2% yield) of orange solid: mp 299-300° C.; 1H NMR (DMSO-d6) δ 11.09 (s, 1H), 10.69 (m, 1H), 8.74 (d, ... The reactants are [N+](=O)([O-])C=1C=CC(=NC1)OC=1C=C2CCC(OC2=CC1)C1=CC=CC=C1 (5-nitro-2-(2-phenylchroman-6-yloxy)pyridine), [N+](=O)([O-])C1=CC=C(C=C1)C1OC2=CC=C(C=C2CC1)O (2-(4-nitrophenyl)chroman-6-ol). Product: [N+](=O)([O-])C=1C=CC(=NC1)OC=1C=C2CCC(OC2=CC1)C1=CC=C(C=C1)[N+](=O)[O-] (5-Nitro-2-[2-(4-nitrophenyl)chroman-6-yloxy]pyridine). RXN SMILES: [N+:1]([C:4]1[CH:5]=[CH:6][C:7]([O:10][C:11]2[CH:12]=[C:13]3[C:18](=[CH:19][CH:20]=2)[O:17][CH:16]([C:21]2[CH:26]=[CH:25][CH:24]=[CH:23][CH:22]=2)[CH2:15][CH2:14]3)=[N:8][CH:9]=1)([O-:3])=[O:2].[N+:27](C1C=CC(C2CCC3C(=CC=C(O)C=3)O2)=CC=1)([O-:29])=[O:28]>>[N+:1]([C:4]1[CH:5]=[CH:6][C:7]([O:10][C:11]2[CH:12]=[C:13]3[C:18](=[CH:19][CH:20]=2)[O:17][CH:16]([C:21]2[CH:22]=[CH:23][C:24]([N+:27]([O-:29])=[O:28])=[CH:25][CH:26]=2)[CH2:15][CH2:14]3)=[N:8][CH:9]=1)([O-:3])=[O:2]. Procedure details: 5-Nitro-2-[2-(4-nitrophenyl)chroman-6-yloxy]pyridine was prepared as described for 5-nitro-2-(2-phenylchroman-6-yloxy)pyridine in Example 1(b) starting from 2-(4-nitrophenyl)chroman-6-ol. 1H NMR (300 MHz, d6-DMSO) δ: 9.04 (d, 1H, J 2.9 Hz), 8.60 (dd, 1H, J 9.1, 2.9 Hz), 8.29 (d, 2H, J 6.9 Hz), 7.76 (d, 2H, J 6.9 Hz), 7.21 (d, 1H, J 9.1 Hz), 6.98-7.02 (m, 3H), 5.35 (dd, 1H, J 9.9, 2.2 Hz), 2.96-3.05 (m, 1H), 2.73-2.78 (m, 1H), 2.24-2.29 (m, 1H), 1.96-2.04 (m, 1H).